This data is from the Open Reaction Database (ORD), a public repository of structured organic reaction records. The task is: describe an organic reaction: reactants, conditions, products, and yield Starting materials: CC(=O)[O-].[K+] (KOAc), C1COCCOCCOCCOCCOCCO1 (18-crown-6 ether), C(C(C)C)O[N+](=O)[O-] (isobutylnitrate), C(=O)([O-])[O-].[K+].[K+] (K2CO3), CC(=O)OC(=O)C (Ac2O), CC(=O)[O-].[K+] (KOAc), NC=1C=C(C(=O)OC)C=CC1CC (methyl 3-amino-4-ethylbenzoate). Run in C1CCOC1 (THF), CO (MeOH), C(Cl)(Cl)Cl (chloroform), O (H2O), C(Cl)(Cl)Cl (CHCl3), O (H2O), C(Cl)(Cl)Cl (CHCl3). Run at temperature 90 celsius, time 2 hour. The product is CC1=NNC2=CC(=CC=C12)C(=O)OC (Methyl 3-methyl-1H-indazole-6-carboxylate). As a reaction SMILES: CC(OC(C)=O)=O.CC([O-])=O.[K+].[NH2:13][C:14]1[CH:15]=[C:16]([CH:21]=[CH:22][C:23]=1[CH2:24][CH3:25])[C:17]([O:19][CH3:20])=[O:18].C1OCCOCCOCCOCCOCCOC1.C(O[N+:49]([O-])=O)C(C)C.C([O-])([O-])=O.[K+].[K+]>C(Cl)(Cl)Cl.O.C1COCC1.CO>[CH3:25][C:24]1[C:23]2[C:14](=[CH:15][C:16]([C:17]([O:19][CH3:20])=[O:18])=[CH:21][CH:22]=2)[NH:13][N:49]=1 |f:1.2,6.7.8|. Reported procedure: Ac2O (0.579 ml, 6.14 mmol) was added to a stirred mixture of KOAc (361 mg, 3.68 mmol) and methyl 3-amino-4-ethylbenzoate (550mg, 3.07 mmol) in CHCl3 (5 ml) and the mixture was stirred at 90° C. for 2 h. KOAc (361 mg, 3.68 mmol), 18-crown-6 ether (81 mg, 0.307 mmol) and isobutylnitrate (719 mg, 6.14 mmol) were added thereto at room temperature and the mixture was further stirred at 90° C. for 2 h. The reaction mixtuer was diluted with chloroform and H2O, the organic layer was washed with water, b... Reaction SMILES: [Br:1][N:2]1[C:3](=[O:4])[CH2:5][CH2:6][C:7]1=[O:8].[C:36]([Cl:37])([Cl:38])([Cl:39])[Cl:40].[CH2:9]([CH3:10])[O:11][c:12]1[cH:13][c:14](=[O:23])[o:15][c:16]2[cH:17][c:18]([CH3:22])[cH:19][cH:20][c:21]12.[N:24]([CH2:25][CH2:26][CH2:27][C:28]#[N:29])=[N:30][CH2:31][CH2:32][CH2:33][C:34]#[N:35]>>[Br:1][CH2:22][c:18]1[cH:17][c:16]2[o:15][c:14](=[O:23])[cH:13][c:12]([O:11][CH2:9][CH3:10])[c:21]2[cH:20][cH:19]1. The product is CCOc1cc(=O)oc2cc(CBr)ccc12. Starting materials: O=C1CCC(=O)N1Br, ClC(Cl)(Cl)Cl, CCOc1cc(=O)oc2cc(C)ccc12, N#CCCCN=NCCCC#N. The reactants are CC(C)=NO (acetone oxime), C(CCC)[Li] (n-butyllithium), COC1=CC=CC=2OC(=CC21)C(=O)OC (methyl 4-methoxybenzo(b)furan-2-carboxylate), ice water, S(O)(O)(=O)=O (sulfuric acid), C(O)([O-])=O.[Na+] (sodium hydrogencarbonate). Run in C1CCOC1 (THF), C1CCOC1 (THF). Conditions: time 1 hour. Yields the product COC1=CC=CC=2OC(=CC21)C2=CC(=NO2)C (5-(4-methoxybenzo(b)furan-2-yl)-3-methylisoxazole). The yield is 40.3%. Reaction SMILES: [CH3:1][C:2](=[N:4][OH:5])[CH3:3].C([Li])CCC.[CH3:11][O:12][C:13]1[C:21]2[CH:20]=[C:19]([C:22](OC)=O)[O:18][C:17]=2[CH:16]=[CH:15][CH:14]=1.S(=O)(=O)(O)O.C(=O)([O-])O.[Na+]>C1COCC1>[CH3:11][O:12][C:13]1[C:21]2[CH:20]=[C:19]([C:22]3[O:5][N:4]=[C:2]([CH3:3])[CH:1]=3)[O:18][C:17]=2[CH:16]=[CH:15][CH:14]=1 |f:4.5|. Procedure details: To a solution (160 ml) of acetone oxime (5.0 g) in THF was added dropwise n-butyllithium (1.6 M hexane solution) over 15 min under ice-cooling and the mixture was stirred for 1 hr. Thereto was added dropwise a solution (60 ml) of methyl 4-methoxybenzo(b)furan-2-carboxylate (6.7 g) in THF and the mixture was stirred at room temperature for 2 hr. The reaction mixture was poured into ice water, and conc. sulfuric acid (4 ml) was added carefully. The mixture was stirred for 20 min more. The aqueous ... Product: ClC1=CC=C(CN2C(=C(C3=CC(=CC=C23)OCC=2C=NC=CC2)SC(C)(C)C)CC(C(=O)O)(C)C)C=C1 (3-[1-(4-chlorobenzyl)-3-(1,1-dimethylethylthio)-5-(pyrid-3-ylmethoxy)indol-2-yl]-2,2-dimethylpropionic acid). Procedure: A solution of ethyl 3-[1-(4-chlorobenzyl)-3-(1,1-dimethylethylthio)-5-(pyrid-3-ylmethoxy)indol-2-yl]-2,2-dimethylpropionate (3.6 g; 6.2 mmol), prepared as in step 5 in 30 mL 1:1 aqueous 1N LiOH, isopropanol was heated at 80° C. for 3 days. The reaction mixture was cooled to room temperature and the isopropanol was removed in vacuo. The residue was diluted with water and acidified to pH 5-6 by the addition of solid citric acid. The mixture was extracted with ethyl acetate. The combined extracts w... Reaction SMILES: [Cl:1][C:2]1[CH:39]=[CH:38][C:5]([CH2:6][N:7]2[C:15]3[C:10](=[CH:11][C:12]([O:16][CH2:17][C:18]4[CH:19]=[N:20][CH:21]=[CH:22][CH:23]=4)=[CH:13][CH:14]=3)[C:9]([S:24][C:25]([CH3:28])([CH3:27])[CH3:26])=[C:8]2[CH2:29][C:30]([CH3:37])([CH3:36])[C:31]([O:33]CC)=[O:32])=[CH:4][CH:3]=1.[Li+].[OH-]>C(O)(C)C>[Cl:1][C:2]1[CH:39]=[CH:38][C:5]([CH2:6][N:7]2[C:15]3[C:10](=[CH:11][C:12]([O:16][CH2:17][C:18]4[CH:19]=[N:20][CH:21]=[CH:22][CH:23]=4)=[CH:13][CH:14]=3)[C:9]([S:24][C:25]([CH3:28])([CH3:27])[CH3:26])=[C:8]2[CH2:29][C:30]([CH3:37])([CH3:36])[C:31]([OH:33])=[O:32])=[CH:4][CH:3]=1 |f:1.2|. The solvent is C(C)(C)O (isopropanol). The reactants are ClC1=CC=C(CN2C(=C(C3=CC(=CC=C23)OCC=2C=NC=CC2)SC(C)(C)C)CC(C(=O)OCC)(C)C)C=C1 (ethyl 3-[1-(4-chlorobenzyl)-3-(1,1-dimethylethylthio)-5-(pyrid-3-ylmethoxy)indol-2-yl]-2,2-dimethylpropionate), [Li+].[OH-] (LiOH). Reaction conditions: temperature 80 celsius. Reactants: C(C1=CC=CC=C1)ONC(CCCCCCCBr)=O (8-bromo-octanoic acid benzyloxy-amide), OC1=CC=2NC3=CC=CC=C3C2C=C1 (2-hydroxy-9H-carbazol), C([O-])([O-])=O.[K+].[K+] (potassium carbonate). The solvent is CN(C)C=O (DMF). Yields the product C(C1=CC=CC=C1)ONC(CCCCCCCOC1=CC=2NC3=CC=CC=C3C2C=C1)=O (8-(9H-carbazol-2-yloxy)-octanoic acid benzyloxyamide). Reaction SMILES: [CH2:1]([O:8][NH:9][C:10](=[O:19])[CH2:11][CH2:12][CH2:13][CH2:14][CH2:15][CH2:16][CH2:17]Br)[C:2]1[CH:7]=[CH:6][CH:5]=[CH:4][CH:3]=1.[OH:20][C:21]1[CH:33]=[CH:32][C:31]2[C:30]3[C:25](=[CH:26][CH:27]=[CH:28][CH:29]=3)[NH:24][C:23]=2[CH:22]=1.C(=O)([O-])[O-].[K+].[K+]>CN(C=O)C>[CH2:1]([O:8][NH:9][C:10](=[O:19])[CH2:11][CH2:12][CH2:13][CH2:14][CH2:15][CH2:16][CH2:17][O:20][C:21]1[CH:33]=[CH:32][C:31]2[C:30]3[C:25](=[CH:26][CH:27]=[CH:28][CH:29]=3)[NH:24][C:23]=2[CH:22]=1)[C:2]1[CH:7]=[CH:6][CH:5]=[CH:4][CH:3]=1 |f:2.3.4|. Reported procedure: In a manner analogous to that of example 1(b), 8-bromo-octanoic acid benzyloxy-amide (example 1(a); 0.3 g, 1.1 mmol) was reacted with 2-hydroxy-9H-carbazol (0.3 g, 1.1 mmol) in the presence of potassium carbonate (0.15 g, 1.1 mmol) and DMF as solvent to give 8-(9H-carbazol-2-yloxy)-octanoic acid benzyloxyamide as an almost colorless wax (yield 0.1 g, 20%; purified by column chromatography using silica gel and ethyl acetate as eluent). MS (M+H+)=483. Starting materials: C(C1=CC=CC=C1)OC1=CC2=CC=C(C=C2C=C1C(=O)OC)C(=O)OC (2-Benzyloxy-3,6-di-methoxycarbonylnaphthalene), CO (methanol), [OH-].[Na+] (sodium hydroxide). Solvent: O (water). Run at temperature 60 celsius, time 2 hour. The product is C(C1=CC=CC=C1)OC1=CC2=CC=C(C=C2C=C1C(=O)O)C(=O)O (2-benzyloxy-3,6-di-hydroxycarbonylnaphthalene). Yield: 85.7%. As a reaction SMILES: [CH2:1]([O:8][C:9]1[C:18]([C:19]([O:21]C)=[O:20])=[CH:17][C:16]2[C:11](=[CH:12][CH:13]=[C:14]([C:23]([O:25]C)=[O:24])[CH:15]=2)[CH:10]=1)[C:2]1[CH:7]=[CH:6][CH:5]=[CH:4][CH:3]=1.CO.[OH-].[Na+]>O>[CH2:1]([O:8][C:9]1[C:18]([C:19]([OH:21])=[O:20])=[CH:17][C:16]2[C:11](=[CH:12][CH:13]=[C:14]([C:23]([OH:25])=[O:24])[CH:15]=2)[CH:10]=1)[C:2]1[CH:7]=[CH:6][CH:5]=[CH:4][CH:3]=1 |f:2.3|. Procedure: 2-Benzyloxy-3,6-di-methoxycarbonylnaphthalene (0.52 g) obtained in Example 32 was dissolved in N-methyl-2-pyrrodidone (10 g) and methanol (10 g) and water (20 g) were added. Furthermore, an aqueous 1N-sodium hydroxide (4.5 g) was added, followed by stirring at about 60° C. for 2 hours. After the insoluble formed during the reaction was removed by filtration, the solution was adjusted to about pH 4 using aqueous 10% hydrochloric acid. The deposit was filtered and then washed with water to obtain ... Reactants: C(C)OC(=O)[C@H]1O[C@@H]1C(N[C@H](C(=O)NC=1SC=C(N1)C1=CC=C(C=C1)F)CC1=CN=CN1C)=O ((2S,3S)-ethyl-3-((S)-1-(4-(4-fluorophenyl)thiazol-2-ylamino)-3-(1-methyl-1H-imidazol-5-yl)-1-oxopropan-2-ylcarbamoyl)oxirane-2-carboxylate), [Li+].[OH-] (LiOH). Run in C1CCOC1.CO.O (THF MeOH H2O). Yields the product FC1=CC=C(C=C1)C=1N=C(SC1)NC([C@H](CC1=CN=CN1C)NC(=O)[C@@H]1[C@H](O1)C(=O)O)=O ((2S,3S)-3-((S)-1-(4-(4-fluorophenyl)thiazol-2-ylamino)-3-(1-methyl-1H-imidazol-5-yl)-1-oxopropan-2-ylcarbamoyl)oxirane-2-carboxylic acid). Yield: 46.9%. As a reaction SMILES: C([O:3][C:4]([C@@H:6]1[C@@H:8]([C:9](=[O:34])[NH:10][C@@H:11]([CH2:27][C:28]2[N:32]([CH3:33])[CH:31]=[N:30][CH:29]=2)[C:12]([NH:14][C:15]2[S:16][CH:17]=[C:18]([C:20]3[CH:25]=[CH:24][C:23]([F:26])=[CH:22][CH:21]=3)[N:19]=2)=[O:13])[O:7]1)=[O:5])C.[Li+].[OH-]>C1COCC1.CO.O>[F:26][C:23]1[CH:22]=[CH:21][C:20]([C:18]2[N:19]=[C:15]([NH:14][C:12](=[O:13])[C@@H:11]([NH:10][C:9]([C@H:8]3[O:7][C@@H:6]3[C:4]([OH:5])=[O:3])=[O:34])[CH2:27][C:28]3[N:32]([CH3:33])[CH:31]=[N:30][CH:29]=3)[S:16][CH:17]=2)=[CH:25][CH:24]=1 |f:1.2,3.4.5|. Procedure details: Synthesized following general saponification procedure using the following quantities: the corresponding peptidomimetic epoxide ethyl ester 20 (129 mg, 0.26 mmol): LiOH (6.3 mg, 0.26 mmol); THF/MeOH/H2O (2.5 mL: 1.5 mL: 1.5 mL); yielded 35 as a white solid (56 mg, 46.1%). 1H NMR (DMSO-d6, 400 MHz): 8.92-8.90 (d, 1H); 7.96-7.91 (m, 2H): 7.68 (s, 1H); 7.35-7.24 (m, 3H); 4.94-4.87 (m, 1H); 4.64-4.56 (m, 2H); 3.82-3.50 (m, 5H). 13C NMR (400 MHz, DMSO-d6): 171.52, 167.50, 165.57, 162.45, 161.02, 148....